Dataset: the Open Reaction Database (ORD), a public repository of structured organic reaction records. Task: describe an organic reaction: reactants, conditions, products, and yield Reactants: C(=O)(O)[O-].[Na+] (NaHCO3), ClC(C(O[C@@H]1[C@H](OC(C)=O)[C@@H](OC(C)=O)[C@@H](OC(C)=O)[C@H](O1)COC(C)=O)=N)(Cl)Cl (2,3,4,6-Tetra-O-acetyl-α-D-galactopyranosyl 2,2,2-trichloroacetimidate), OC1=CC=C(C=O)C=C1 (4-hydroxybenzaldehyde), B(F)(F)F.CCOCC (Boron trifluoride diethyl etherate). Run in C(Cl)Cl (CH2Cl2). Conditions: temperature -20 celsius, time 4 hour. The product is C(C)(=O)O[C@H]1C(O[C@@H]([C@H]([C@@H]1OC(C)=O)OC(C)=O)COC(C)=O)OC1=CC=C(C=O)C=C1 (4-(2,3,4,6-Tetra-O-acetyl-D-glucopyranosyloxy)benzaldehyde). The yield is 42.0%. Reaction SMILES: Cl[C:2](Cl)(Cl)[C:3](=N)[O:4][C@H:5]1[O:22][C@H:21]([CH2:23][O:24][C:25](=[O:27])[CH3:26])[C@H:16]([O:17][C:18](=[O:20])[CH3:19])[C@H:11]([O:12][C:13](=[O:15])[CH3:14])[C@H:6]1[O:7][C:8](=[O:10])[CH3:9].OC1C=[CH:38][C:35]([CH:36]=[O:37])=[CH:34][CH:33]=1.B(F)(F)F.CCOCC.C([O-])(O)=O.[Na+]>C(Cl)Cl>[C:8]([O:7][C@@H:6]1[C@@H:11]([O:12][C:13](=[O:15])[CH3:14])[C@H:16]([O:17][C:18](=[O:20])[CH3:19])[C@@H:21]([CH2:23][O:24][C:25](=[O:27])[CH3:26])[O:22][CH:5]1[O:4][C:3]1[CH:33]=[CH:34][C:35]([CH:36]=[O:37])=[CH:38][CH:2]=1)(=[O:10])[CH3:9] |f:2.3,4.5|. Reported procedure: 2,3,4,6-Tetra-O-acetyl-α-D-galactopyranosyl 2,2,2-trichloroacetimidate 1 (9.85 g, 20 mmol) and 4-hydroxybenzaldehyde (3.66 g, 30 mmol) were dissolved in CH2Cl2 (100 mL) and then the reaction mixture was cooled to −20° C. Boron trifluoride diethyl etherate (46%, 16 mL, 60 mmol) was added dropwise at this temperature. The reaction mixture was stirred at −20° C. for 4 h and was monitored by TLC. Saturated NaHCO3 aqueous solution (150 mL) was added to the mixture. The aqueous layer was separated and... Reactants: COC1=CC=C(C=C1)CC(=O)O (4-methoxyphenyl acetic acid), NC1=NC(=CC=C1)C (2-amino-6-picoline). Yields the product COC1=CC=C(C=C1)CCNC1=NC(=CC=C1)C (N-[2-(4-Methoxyphenyl)ethyl]-6-methylpyridin-2-amine). RXN SMILES: [CH3:1][O:2][C:3]1[CH:8]=[CH:7][C:6]([CH2:9][C:10](O)=O)=[CH:5][CH:4]=1.[NH2:13][C:14]1[CH:19]=[CH:18][CH:17]=[C:16]([CH3:20])[N:15]=1>>[CH3:1][O:2][C:3]1[CH:8]=[CH:7][C:6]([CH2:9][CH2:10][NH:13][C:14]2[CH:19]=[CH:18][CH:17]=[C:16]([CH3:20])[N:15]=2)=[CH:5][CH:4]=1. Reported procedure: Similarly prepared from 4-methoxyphenyl acetic acid and 2-amino-6-picoline. Reactants: Nc1nc(I)nc2c1nc(Br)n2C1OC(CO)C(O)C1O, CCN, CO, ClCCl. Product: CCNc1nc2c(N)nc(I)nc2n1C1OC(CO)C(O)C1O. As a reaction SMILES: [Br:1][c:2]1[n:3]([CH:4]2[CH:5]([OH:6])[CH:7]([OH:8])[CH:9]([CH2:10][OH:11])[O:12]2)[c:13]2[n:14][c:15]([I:21])[n:16][c:17]([NH2:20])[c:18]2[n:19]1.[CH3:22][CH2:23][NH2:24].[CH3:25][OH:26].[Cl:27][CH2:28][Cl:29]>>[c:2]1([NH:24][CH2:23][CH3:22])[n:3]([CH:4]2[CH:5]([OH:6])[CH:7]([OH:8])[CH:9]([CH2:10][OH:11])[O:12]2)[c:13]2[n:14][c:15]([I:21])[n:16][c:17]([NH2:20])[c:18]2[n:19]1. Reactants: ClC1=CC=C(OC2=CC=C(C=C2)O)C=C1 (4-(4-chlorophenoxy)phenol), ClC(C(=O)N1OCCC1)C (N-[(±)-2-chloropropionyl]isoxazolidine), C([O-])([O-])=O.[K+].[K+] (potassium carbonate). Solvent: C(C)#N (acetonitrile). Reaction conditions: time 5 hour. Product: ClC1=CC=C(OC2=CC=C(OC(C(=O)N3OCCC3)C)C=C2)C=C1 (N-[(±)-2-[4-(4-chlorophenoxy)phenoxy]propionyl]isoxazolidine). The yield is 95.9%. Reaction SMILES: [Cl:1][C:2]1[CH:15]=[CH:14][C:5]([O:6][C:7]2[CH:12]=[CH:11][C:10]([OH:13])=[CH:9][CH:8]=2)=[CH:4][CH:3]=1.Cl[CH:17]([CH3:25])[C:18]([N:20]1[CH2:24][CH2:23][CH2:22][O:21]1)=[O:19].C(=O)([O-])[O-].[K+].[K+]>C(#N)C>[Cl:1][C:2]1[CH:15]=[CH:14][C:5]([O:6][C:7]2[CH:12]=[CH:11][C:10]([O:13][CH:17]([CH3:25])[C:18]([N:20]3[CH2:24][CH2:23][CH2:22][O:21]3)=[O:19])=[CH:9][CH:8]=2)=[CH:4][CH:3]=1 |f:2.3.4|. Procedure details: A mixture of 4-(4-chlorophenoxy)phenol (22.1 g), N-[(±)-2-chloropropionyl]isoxazolidine (16.4 g) which was prepared as in Example 1, anhydrous potassium carbonate (15.2 g) and acetonitrile (300 ml) was heated under reflux with stirring for 5 hours. After cooling, the reaction mixture was filtered through a suction filter to remove solid matters and the filtrate was concentrated in vacuo. The residue was washed with the addition of water and benzene and the organic layer formed was separated and ... Starting materials: O=C([O-])[O-], CN(C)C=O, c1ccc(N2CCNCC2)c(C2CC2)c1, CN(CCCl)C(c1ccccc1)(c1ccccc1)c1ccccc1, [K+], [K+]. The product is CN(CCN1CCN(c2ccccc2C2CC2)CC1)C(c1ccccc1)(c1ccccc1)c1ccccc1. Reaction SMILES: [C:40](=[O:41])([O-:42])[O-:43].[CH3:46][N:47]([CH3:48])[CH:49]=[O:50].[CH:1]1([c:4]2[c:5]([N:10]3[CH2:11][CH2:12][NH:13][CH2:14][CH2:15]3)[cH:6][cH:7][cH:8][cH:9]2)[CH2:2][CH2:3]1.[Cl:16][CH2:17][CH2:18][N:19]([C:20]([c:21]1[cH:22][cH:23][cH:24][cH:25][cH:26]1)([c:27]1[cH:28][cH:29][cH:30][cH:31][cH:32]1)[c:33]1[cH:34][cH:35][cH:36][cH:37][cH:38]1)[CH3:39].[K+:44].[K+:45]>>[CH:1]1([c:4]2[c:5]([N:10]3[CH2:11][CH2:12][N:13]([CH2:17][CH2:18][N:19]([C:20]([c:21]4[cH:22][cH:23][cH:24][cH:25][cH:26]4)([c:27]4[cH:28][cH:29][cH:30][cH:31][cH:32]4)[c:33]4[cH:34][cH:35][cH:36][cH:37][cH:38]4)[CH3:39])[CH2:14][CH2:15]3)[cH:6][cH:7][cH:8][cH:9]2)[CH2:2][CH2:3]1.